Dataset: the Open Reaction Database (ORD), a public repository of structured organic reaction records. Task: describe an organic reaction: reactants, conditions, products, and yield The reactants are FC(C(=O)C1=NC(=CC=C1)OC1=CC=CC=C1)(F)F (2,2,2-trifluoro-1-(6-phenoxy-2-pyridinyl)ethanone), [BH4-].[Na+] (sodium borohydride). Run in C(C)O (ethanol). Reaction conditions: time 8 hour. Yields the product O(C1=CC=CC=C1)C1=CC=CC(=N1)C(O)C(F)(F)F (6-Phenoxy-α-(trifluoromethyl)-2-pyridinemethanol). Isolated yield 60.7%. As a reaction SMILES: [F:1][C:2]([F:19])([F:18])[C:3]([C:5]1[CH:10]=[CH:9][CH:8]=[C:7]([O:11][C:12]2[CH:17]=[CH:16][CH:15]=[CH:14][CH:13]=2)[N:6]=1)=[O:4].[BH4-].[Na+]>C(O)C>[O:11]([C:7]1[N:6]=[C:5]([CH:3]([C:2]([F:19])([F:1])[F:18])[OH:4])[CH:10]=[CH:9][CH:8]=1)[C:12]1[CH:17]=[CH:16][CH:15]=[CH:14][CH:13]=1 |f:1.2|. Procedure: To a solution of 10.0 g (0.0375 mol) of the 2,2,2-trifluoro-1-(6-phenoxy-2-pyridinyl)ethanone of Step B in 100 ml of ethanol at 0° C. was added 1.5 g (0.0395 mol) of sodium borohydride portionwise over 5 to 10 minutes. The reaction was then warmed to room temperature and stirred overnight. After this time, the reaction was quenched with 1N aqueous HCl, neutralized with aqueous NaHCO3 and extracted with chloroform. The chloroform extracts were dried over MgSO4, filtered and concentrated to afford... Reactants: N#CC=C1CCN(c2ccc(N3CC(CN=[N+]=[N-])OC3=O)cc2)CC1, O, c1ccc(P(c2ccccc2)c2ccccc2)cc1. Yields the product N#CC=C1CCN(c2ccc(N3CC(CN)OC3=O)cc2)CC1. RXN SMILES: [C:1](#[N:2])[CH:3]=[C:4]1[CH2:5][CH2:6][N:7]([c:10]2[cH:11][cH:12][c:13]([N:16]3[C:17](=[O:25])[O:18][CH:19]([CH2:21][N:22]=[N+:23]=[N-:24])[CH2:20]3)[cH:14][cH:15]2)[CH2:8][CH2:9]1.[OH2:45].[c:26]1([P:27]([c:28]2[cH:29][cH:30][cH:31][cH:32][cH:33]2)[c:34]2[cH:35][cH:36][cH:37][cH:38][cH:39]2)[cH:40][cH:41][cH:42][cH:43][cH:44]1>>[C:1](#[N:2])[CH:3]=[C:4]1[CH2:5][CH2:6][N:7]([c:10]2[cH:11][cH:12][c:13]([N:16]3[C:17](=[O:25])[O:18][CH:19]([CH2:21][NH2:22])[CH2:20]3)[cH:14][cH:15]2)[CH2:8][CH2:9]1. Procedure details: Similarly, (2-chlorophenyl)-N-[5-(3,3,6-trimethyl(2,3-dihydrobenzo[b]furan-5-yl))-pyrazin-2-yl]carboxamide (180) (14.8 mg, yield: 50.1%, purity>95%) as white solid was prepared from 5-(3,3,6-trimethyl-2,3-dihydrobenzo[3,4-b]furan-5-yl)pyrazine-2-ylamine (177) (19 mg, 0.075 mmol) and 2-chlorobenzoyl chloride (19 μl). Yield: 50.1%. The reactants are CC1(C2=C(OC1)C=C(C(=C2)C=2N=CC(=NC2)N)C)C (5-(3,3,6-trimethyl-2,3-dihydrobenzo[3,4-b]furan-5-yl)pyrazine-2-ylamine), ClC1=C(C(=O)Cl)C=CC=C1 (2-chlorobenzoyl chloride). Reaction SMILES: [CH3:1][C:2]1([CH3:19])[CH2:6][O:5][C:4]2[CH:7]=[C:8]([CH3:18])[C:9]([C:11]3[N:12]=[CH:13][C:14]([NH2:17])=[N:15][CH:16]=3)=[CH:10][C:3]1=2.[Cl:20][C:21]1[CH:29]=[CH:28][CH:27]=[CH:26][C:22]=1[C:23](Cl)=[O:24]>>[Cl:20][C:21]1[CH:29]=[CH:28][CH:27]=[CH:26][C:22]=1[C:23]([NH:17][C:14]1[CH:13]=[N:12][C:11]([C:9]2[C:8]([CH3:18])=[CH:7][C:4]3[O:5][CH2:6][C:2]([CH3:19])([CH3:1])[C:3]=3[CH:10]=2)=[CH:16][N:15]=1)=[O:24]. Product: ClC1=C(C=CC=C1)C(=O)NC1=NC=C(N=C1)C1=CC2=C(OCC2(C)C)C=C1C ((2-chlorophenyl)-N-[5-(3,3,6-trimethyl(2,3-dihydrobenzo[b]furan-5-yl))-pyrazin-2-yl]carboxamide). Reactants: C(C)(C)(C)C=1C=C(C=O)C=C(C1O)C(C)(C)C (3,5-di-tert-butyl-4-hydroxybenzaldehyde), CN(N1C(SCC1=O)=S)C (N-dimethylaminorhodanine). The product is CC(C)(C)C=1C=C(C=C(C1O)C(C)(C)C)C=C1C(N(C(S1)=S)N(C)C)=O (5-[[3,5-Bis(1,1-dimethylethyl)-4-hydroxyphenyl]methylene]-3-dimethylamino-2-thioxo-4-thiazolidinone). The yield is 65.0%. As a reaction SMILES: [C:1]([C:5]1[CH:6]=[C:7]([CH:10]=[C:11]([C:14]([CH3:17])([CH3:16])[CH3:15])[C:12]=1[OH:13])[CH:8]=O)([CH3:4])([CH3:3])[CH3:2].[CH3:18][N:19]([CH3:27])[N:20]1[C:24](=[O:25])[CH2:23][S:22][C:21]1=[S:26]>>[CH3:4][C:1]([C:5]1[CH:6]=[C:7]([CH:8]=[C:23]2[S:22][C:21](=[S:26])[N:20]([N:19]([CH3:27])[CH3:18])[C:24]2=[O:25])[CH:10]=[C:11]([C:14]([CH3:17])([CH3:16])[CH3:15])[C:12]=1[OH:13])([CH3:2])[CH3:3]. Procedure: The title compound was prepared in 65% yield from 3,5-di-tert-butyl-4-hydroxybenzaldehyde and N-dimethylaminorhodanine following the procedure of Example 1. Starting materials: CC(=O)C1=CC=CC=2[C@H]3[C@@H](OC21)C[C@H]([C@@H]3NS(=O)(=O)C3=CC=CC=C3)O ((1R, 2R, 3aS, 8bR)-1-benzenesulfonamido-2-hydroxy-2,3,3a,8b-tetrahydro-1H-cyclopenta [b]benzofuran-5-yl methyl ketone), aqueous solution, S(=O)([O-])[O-].[Na+].[Na+] (sodium sulfite), C(O)([O-])=O.[Na+] (sodium hydrogencarbonate), ClC1=CC(=CC=C1)C(=O)OO (metachloroperbenzoic acid). The solvent is C(Cl)Cl (methylene chloride). Run at time 2 hour. Yields the product C(C)(=O)OC1=CC=CC=2[C@H]3[C@@H](OC21)C[C@H]([C@@H]3NS(=O)(=O)C3=CC=CC=C3)O ((1R, 2R, 3aS, 8bR)-1-benzenesulfonamido-2-hydroxy-2,3,3a,8b-tetrahydro-1H-cyclopenta[b]benzofuran-5-yl acetate). The yield is 83.2%. Reaction SMILES: CC([C:4]1[C:12]2[O:11][C@H:10]3[CH2:13][C@@H:14]([OH:26])[C@H:15]([NH:16][S:17]([C:20]4[CH:25]=[CH:24][CH:23]=[CH:22][CH:21]=4)(=[O:19])=[O:18])[C@H:9]3[C:8]=2[CH:7]=[CH:6][CH:5]=1)=O.C(=O)([O-])O.[Na+].ClC1C=CC=[C:35]([C:39]([O:41]O)=[O:40])C=1.S([O-])([O-])=O.[Na+].[Na+]>C(Cl)Cl>[C:39]([O:41][C:4]1[C:12]2[O:11][C@H:10]3[CH2:13][C@@H:14]([OH:26])[C@H:15]([NH:16][S:17]([C:20]4[CH:21]=[CH:22][CH:23]=[CH:24][CH:25]=4)(=[O:18])=[O:19])[C@H:9]3[C:8]=2[CH:7]=[CH:6][CH:5]=1)(=[O:40])[CH3:35] |f:1.2,4.5.6|. Reported procedure: (1R, 2R, 3aS, 8bR)-1-benzenesulfonamido-2-hydroxy-2,3,3a,8b-tetrahydro-1H-cyclopenta [b]benzofuran-5-yl methyl ketone (111) (219 mg) was dissolved in methylene chloride (4 ml) followed by the addition of sodium hydrogencarbonate (197 mg, 2.3 mmol) and metachloroperbenzoic acid (potency: 70%, 289 mg) and stirring for 2 hours at room temperature. A 3% aqueous solution of sodium sulfite (15 ml) was added to the reaction mixture followed by extraction with methylene chloride (15 ml+10 ml×2). The org... The reactants are ClC1=NC(=NC(=N1)NC1=CC(=C(C=C1)OC)Cl)NC1CCCCCC1 (6-chloro-N-(3-chloro-4-methoxyphenyl)-N′-cycloheptyl-[1,3,5]triazine-2,4-diamine), C(=O)([O-])[O-].[K+].[K+] (K2CO3). The solvent is CO (methanol). The product is COC1=NC(=NC(=N1)NC1=CC(=C(C=C1)OC)Cl)NC1CCCCCC1 (6-methoxy-N-(3-Chloro-4-methoxy phenyl)-N′-cyclo heptyl-[1,3,5]triazine-2,4 diamine). RXN SMILES: Cl[C:2]1[N:7]=[C:6]([NH:8][C:9]2[CH:14]=[CH:13][C:12]([O:15][CH3:16])=[C:11]([Cl:17])[CH:10]=2)[N:5]=[C:4]([NH:18][CH:19]2[CH2:25][CH2:24][CH2:23][CH2:22][CH2:21][CH2:20]2)[N:3]=1.[C:26]([O-])([O-])=[O:27].[K+].[K+]>CO>[CH3:26][O:27][C:2]1[N:7]=[C:6]([NH:8][C:9]2[CH:14]=[CH:13][C:12]([O:15][CH3:16])=[C:11]([Cl:17])[CH:10]=2)[N:5]=[C:4]([NH:18][CH:19]2[CH2:25][CH2:24][CH2:23][CH2:22][CH2:21][CH2:20]2)[N:3]=1 |f:1.2.3|. Procedure details: To 6-chloro-N-(3-chloro-4-methoxyphenyl)-N′-cycloheptyl-[1,3,5]triazine-2,4-diamine (5 g) dissolved in methanol was added K2CO3 (3.2 g) and refluxed for about 6–8 h. TLC was monitored. After the completion of the reaction, the reaction mass was filtered through vacuum and the filtrate was evaporated to yield the title compound. (Wt. 4.7 g Y: 95%) The yield is 64.4%. RXN SMILES: [NH:1]([C:5]1[CH:13]=[CH:12][C:8]([NH:9][CH2:10][CH3:11])=[CH:7][C:6]=1[CH3:14])[C:2]([CH3:4])=[O:3].S(OCC)(O[CH2:19][CH3:20])(=O)=O.[OH-].[Na+]>O>[NH:1]([C:5]1[CH:13]=[CH:12][C:8]([N:9]([CH2:19][CH3:20])[CH2:10][CH3:11])=[CH:7][C:6]=1[CH3:14])[C:2]([CH3:4])=[O:3] |f:2.3|. Reported procedure: 19.1g (0.1 mole) of 4-acetamino-3-methyl-N-ethylaniline obtained in Example 1, Part C, and 100g of water were mixed, and, after 12.5g of diethyl sulfate were added dropwise thereto while stirring, the entire reaction system was stirred overnight at room temperature. Next, the reaction mixture was neutralized with sodium hydroxide and the crystals separated were recrystallized from methanol to obtain 11.5g of white crystals of 4-acetamino-3-methyl-(N,N-diethyl)aniline. Solvent: O (water). The product is N(C(=O)C)C1=C(C=C(N(CC)CC)C=C1)C (4-Acetamino-3-methyl-(N,N-diethyl)aniline). The reactants are [OH-].[Na+] (sodium hydroxide), N(C(=O)C)C1=C(C=C(NCC)C=C1)C (4-acetamino-3-methyl-N-ethylaniline), 100g, S(=O)(=O)(OCC)OCC (diethyl sulfate).